From a dataset of the Open Reaction Database (ORD), a public repository of structured organic reaction records. describe an organic reaction: reactants, conditions, products, and yield Reactants: Cl, [H][H], Cc1cc2c3c(cc(C)c2[nH]c1=O)CC(CN=[N+]=[N-])O3, C1CCOC1. Yields the product Cl, Cc1cc2c3c(cc(C)c2[nH]c1=O)CC(CN)O3. As a reaction SMILES: [ClH:23].[H:21][H:22].[N:1](=[N+:2]=[N-:3])[CH2:4][CH:5]1[CH2:6][c:7]2[c:8]([c:9]3[cH:10][c:11]([CH3:19])[c:12](=[O:18])[nH:13][c:14]3[c:15]([CH3:17])[cH:16]2)[O:20]1.[O:24]1[CH2:25][CH2:26][CH2:27][CH2:28]1>>[ClH:23].[NH2:1][CH2:4][CH:5]1[CH2:6][c:7]2[c:8]([c:9]3[cH:10][c:11]([CH3:19])[c:12](=[O:18])[nH:13][c:14]3[c:15]([CH3:17])[cH:16]2)[O:20]1.